This data is from the Open Reaction Database (ORD), a public repository of structured organic reaction records. The task is: describe an organic reaction: reactants, conditions, products, and yield The reactants are ClC1=CC=C(CC=2N=C(SC2C(=O)N(C)OC)C2=CC=NC=C2)C=C1 (4-(4-chlorobenzyl)-N-methoxy-N-methyl-2-(pyridin-4-yl)thiazole-5-carboxamide), [H-].C(C(C)C)[Al+]CC(C)C (diisobutylaluminum hydride), CCCCCC (hexane). Solvent: C1CCOC1 (THF). Conditions: time 2 hour. Yields the product ClC1=CC=C(CC=2N=C(SC2C=O)C2=CC=NC=C2)C=C1 (4-(4-chlorobenzyl)-2-(pyridin-4-yl)thiazole-5-carbaldehyde). The yield is 73.5%. Reaction SMILES: [Cl:1][C:2]1[CH:25]=[CH:24][C:5]([CH2:6][C:7]2[N:8]=[C:9]([C:18]3[CH:23]=[CH:22][N:21]=[CH:20][CH:19]=3)[S:10][C:11]=2[C:12](N(OC)C)=[O:13])=[CH:4][CH:3]=1.[H-].C([Al+]CC(C)C)C(C)C.CCCCCC>C1COCC1>[Cl:1][C:2]1[CH:3]=[CH:4][C:5]([CH2:6][C:7]2[N:8]=[C:9]([C:18]3[CH:23]=[CH:22][N:21]=[CH:20][CH:19]=3)[S:10][C:11]=2[CH:12]=[O:13])=[CH:24][CH:25]=1 |f:1.2|. Reported procedure: To a solution of 4-(4-chlorobenzyl)-N-methoxy-N-methyl-2-(pyridin-4-yl)thiazole-5-carboxamide (1.13 g, 3.02 mmol) in THF (36.8 mL) at −50° C. was added 1.0 M diisobutylaluminum hydride in hexane (15.1 mL, 15.1 mmol) and the resulting solution was stirred at −50° C. to −30° C. for 2 hours. The reaction was quenched with saturated ammonium chloride (10 mL) and allowed to warm to room temperature. Water (25 mL) was added and the mixture was extracted with ethyl acetate (2×40 mL). The combined organ... Reactants: Nc1cc(SC(F)(F)F)ccc1O, O, O=C(O)c1ccncc1, c1ccncc1. Product: O=C(Nc1cc(SC(F)(F)F)ccc1O)c1ccncc1. Reaction SMILES: [NH2:1][c:2]1[c:3]([OH:13])[cH:4][cH:5][c:6]([S:8][C:9]([F:10])([F:11])[F:12])[cH:7]1.[OH2:29].[OH:14][C:15](=[O:16])[c:17]1[cH:18][cH:19][n:20][cH:21][cH:22]1.[cH:23]1[cH:24][cH:25][n:26][cH:27][cH:28]1>>[NH:1]([c:2]1[c:3]([OH:13])[cH:4][cH:5][c:6]([S:8][C:9]([F:10])([F:11])[F:12])[cH:7]1)[C:15](=[O:14])[c:17]1[cH:18][cH:19][n:20][cH:21][cH:22]1. The reactants are CCCCCCCN(CCCC)C(C)CCCc1ccc([N+](=O)[O-])cc1, CCO, [H][H]. The product is CCCCCCCN(CCCC)C(C)CCCc1ccc(N)cc1. Reaction SMILES: [CH2:1]([CH2:2][CH2:3][CH3:4])[N:5]([CH:6]([CH2:7][CH2:8][CH2:9][c:10]1[cH:11][cH:12][c:13]([N+:16]([O-:17])=[O:18])[cH:14][cH:15]1)[CH3:19])[CH2:20][CH2:21][CH2:22][CH2:23][CH2:24][CH2:25][CH3:26].[CH3:29][CH2:30][OH:31].[H:27][H:28]>>[CH2:1]([CH2:2][CH2:3][CH3:4])[N:5]([CH:6]([CH2:7][CH2:8][CH2:9][c:10]1[cH:11][cH:12][c:13]([NH2:16])[cH:14][cH:15]1)[CH3:19])[CH2:20][CH2:21][CH2:22][CH2:23][CH2:24][CH2:25][CH3:26]. Starting materials: FC=1C=C(C=C(C1)F)CC(=O)N[C@@H](C)C(=O)O (N-(3,5-Difluorophenylacetyl)-L-alanine), NC1C(N(CC2=CC=CC=C12)CC1=CC=CC=C1)=O (4-amino-2-benzyl-1,2,3,4-tetrahydroisoquinoline-3-one). Product: FC=1C=C(C=C(C1)F)CC(=O)N[C@@H](C)C(=O)NC1C(N(CC2=CC=CC=C12)CC1=CC=CC=C1)=O (4-(N′-(3,5-Difluorophenylacetyl)-L-alaninyl)amino-2-benzyl-1,2,3,4-tetrahydroisoquinolin-3-one). As a reaction SMILES: [F:1][C:2]1[CH:3]=[C:4]([CH2:9][C:10]([NH:12][C@H:13]([C:15]([OH:17])=O)[CH3:14])=[O:11])[CH:5]=[C:6]([F:8])[CH:7]=1.[NH2:18][CH:19]1[C:28]2[C:23](=[CH:24][CH:25]=[CH:26][CH:27]=2)[CH2:22][N:21]([CH2:29][C:30]2[CH:35]=[CH:34][CH:33]=[CH:32][CH:31]=2)[C:20]1=[O:36]>>[F:8][C:6]1[CH:5]=[C:4]([CH2:9][C:10]([NH:12][C@H:13]([C:15]([NH:18][CH:19]2[C:28]3[C:23](=[CH:24][CH:25]=[CH:26][CH:27]=3)[CH2:22][N:21]([CH2:29][C:30]3[CH:35]=[CH:34][CH:33]=[CH:32][CH:31]=3)[C:20]2=[O:36])=[O:17])[CH3:14])=[O:11])[CH:3]=[C:2]([F:1])[CH:7]=1. Procedure details: Following General Procedure D above using N-(3,5-difluorophenylacetyl)-L-alanine (Example B) and 4-amino-2-benzyl-1,2,3,4-tetrahydroisoquinoline-3-one (General Procedure 5-D), the title compound was prepared as a solid having a melting point of 144-145° C. Reactants: O=C1CCC1, CCc1c(OC(C)=O)c(C)c(C)c(O)c1C(C)=O, C1CCNC1, Cc1ccccc1. The product is CCc1c(OC(C)=O)c(C)c(C)c2c1C(=O)CC1(CCC1)O2. Reaction SMILES: [C:19]1(=[O:23])[CH2:20][CH2:21][CH2:22]1.[C:1]([CH3:2])(=[O:3])[O:4][c:5]1[c:6]([CH2:17][CH3:18])[c:7]([C:14]([CH3:15])=[O:16])[c:8]([OH:13])[c:9]([CH3:12])[c:10]1[CH3:11].[CH2:24]1[CH2:25][NH:26][CH2:27][CH2:28]1.[CH3:29][c:30]1[cH:31][cH:32][cH:33][cH:34][cH:35]1>>[C:1]([CH3:2])(=[O:3])[O:4][c:5]1[c:6]([CH2:17][CH3:18])[c:7]2[c:8]([c:9]([CH3:12])[c:10]1[CH3:11])[O:13][C:19]1([CH2:15][C:14]2=[O:16])[CH2:20][CH2:21][CH2:22]1.